describe an organic reaction: reactants, conditions, products, and yield From a dataset of the Open Reaction Database (ORD), a public repository of structured organic reaction records. The reactants are N1C=CC2=CC=CC=C12 (indole), C(=O)(OC(C)(C)C)N1C2=CC=C(C=C2C=2C=C3C(=C(C12)OCCCCCBr)N(C=1C=CC(=CC13)Br)C(=O)OC(C)(C)C)Br (5,7-diBOC-2,10-dibromo-6-(5-bromopentyloxy)indolo[2,3-b]carbazole), N1CCOCC1 (morpholine). The product is BrC=1C=C2C=3C=C4C(=C(C3NC2=CC1)OCCCCCN1CCOCC1)NC=1C=CC(=CC14)Br (4-(5-(2,10-dibromo-5,7-dihydroindolo[2,3-b]carbazol-6-yloxy)pentyl)morpholine). Reaction SMILES: N1C2C(=CC=CC=2)C=C1.C([N:17]1[C:29]2[C:28]([O:30][CH2:31][CH2:32][CH2:33][CH2:34][CH2:35]Br)=[C:27]3[N:37](C(OC(C)(C)C)=O)[C:38]4[CH:39]=[CH:40][C:41]([Br:44])=[CH:42][C:43]=4[C:26]3=[CH:25][C:24]=2[C:23]2[C:18]1=[CH:19][CH:20]=[C:21]([Br:52])[CH:22]=2)(OC(C)(C)C)=O.[NH:53]1[CH2:58][CH2:57][O:56][CH2:55][CH2:54]1>>[Br:44][C:41]1[CH:42]=[C:43]2[C:38](=[CH:39][CH:40]=1)[NH:37][C:27]1[C:28]([O:30][CH2:31][CH2:32][CH2:33][CH2:34][CH2:35][N:53]3[CH2:58][CH2:57][O:56][CH2:55][CH2:54]3)=[C:29]3[NH:17][C:18]4[CH:19]=[CH:20][C:21]([Br:52])=[CH:22][C:23]=4[C:24]3=[CH:25][C:26]2=1. Reported procedure: The title compound was prepared in a manner analogous to Example 70 except the starting indole is 5,7-diBOC-2,10-dibromo-6-(5-bromopentyloxy)indolo[2,3-b]carbazole and the reagent is morpholine. 1H-NMR (400 MHz, acetone-d6) δ ppm 8.68 (s, 1 H), 8.32 (d, J=2.4 Hz, 2 H), 7.48-7.41 (m, 4 H), 4.34 (t, J=6.8 Hz, 2 H), 3.56 (t, J=4.8 Hz, 4 H), 2.39-2.23 (m, 6 H), 1.98-1.87 (m, 2 H), 1.60-1.44 (m, 4 H); MS (ESI) m/z 584.1 (M−H)− The reactants are N1(C=NC=C1)CCCN (3-Imidazol-1-yl-propylamine), OC=1C=CC=C2C=CC(=NC12)C=O (8-Hydroxy-quinoline-2-carbaldehyde), C[Si](C)(C)N=[N+]=[N-] (Trimethylsilylazide), [N+](#[C-])CC(C)(C)C (1-Isocyano-2,2-dimethyl-propane). Solvent: CO (methanol). Run at time 48 hour. Yields the product CC(CN1N=NN=C1C(C1=NC2=C(C=CC=C2C=C1)O)NCCCN1C=NC=C1)(C)C (2-[[1-(2,2-Dimethyl-propyl)-1H-tetrazol-5-yl]-(3-imidazol-1-yl-propylamino)-methyl]-quinolin-8-ol). Reaction SMILES: [N:1]1([CH2:6][CH2:7][CH2:8][NH2:9])[CH:5]=[CH:4][N:3]=[CH:2]1.[OH:10][C:11]1[CH:12]=[CH:13][CH:14]=[C:15]2[C:20]=1[N:19]=[C:18]([CH:21]=O)[CH:17]=[CH:16]2.C[Si]([N:27]=[N+:28]=[N-:29])(C)C.[N+:30]([CH2:32][C:33]([CH3:36])([CH3:35])[CH3:34])#[C-:31]>CO>[CH3:34][C:33]([CH3:36])([CH3:35])[CH2:32][N:30]1[C:31]([CH:21]([NH:9][CH2:8][CH2:7][CH2:6][N:1]2[CH:5]=[CH:4][N:3]=[CH:2]2)[C:18]2[CH:17]=[CH:16][C:15]3[C:20](=[C:11]([OH:10])[CH:12]=[CH:13][CH:14]=3)[N:19]=2)=[N:29][N:28]=[N:27]1. Procedure: 3-Imidazol-1-yl-propylamine (1 mmol) and 8-Hydroxy-quinoline-2-carbaldehyde (1 mmol) were combined in methanol (2 ml, dry). After 2 hours Trimethylsilylazide (5 mmol) and 1-Isocyano-2,2-dimethyl-propane (1 mmol) was added. The reaction was stirred at room temperature for 48 h. After evaporation of the solvent the residue was purified with chromatographic methods. Reactants: CC(C)=O, [K+], [K+], O=C([O-])[O-], Cc1ccc(C(N)=O)c(O)c1. Yields the product COc1cc(C)ccc1C(N)=O. RXN SMILES: [CH3:18][C:19](=[O:20])[CH3:21].[K+:12].[K+:13].[O-:14][C:15]([O-:16])=[O:17].[OH:1][c:2]1[c:3]([C:4](=[O:5])[NH2:6])[cH:7][cH:8][c:9]([CH3:11])[cH:10]1>>[O:1]([c:2]1[c:3]([C:4](=[O:5])[NH2:6])[cH:7][cH:8][c:9]([CH3:11])[cH:10]1)[CH3:15].